Dataset: the Open Reaction Database (ORD), a public repository of structured organic reaction records. Task: describe an organic reaction: reactants, conditions, products, and yield The reactants are Cl.Cl.CS(=O)(=O)C1=CC=C(C=C1)C=1C=CC(=NC1)OCC1CCNCC1 (5-[4-(Methylsulfonyl)phenyl]-2-[(4-piperidinylmethyl)oxy]pyridine dihydrochloride), ClC1=NC=C(C=N1)CC (2-chloro-5-ethylpyrimidine), C(=O)([O-])[O-].[K+].[K+] (K2CO3). Solvent: CC#N (CH3CN). Reaction conditions: temperature 80 celsius. The product is C(C)C=1C=NC(=NC1)N1CCC(CC1)COC1=NC=C(C=C1)C1=CC=C(C=C1)S(=O)(=O)C (5-Ethyl-2-{4-[({5-[4-(methylsulfonyl)phenyl]-2-pyridinyl}oxy)methyl]-1-piperidinyl}pyrimidine). Yield: 66.3%. RXN SMILES: Cl.Cl.[CH3:3][S:4]([C:7]1[CH:12]=[CH:11][C:10]([C:13]2[CH:14]=[CH:15][C:16]([O:19][CH2:20][CH:21]3[CH2:26][CH2:25][NH:24][CH2:23][CH2:22]3)=[N:17][CH:18]=2)=[CH:9][CH:8]=1)(=[O:6])=[O:5].Cl[C:28]1[N:33]=[CH:32][C:31]([CH2:34][CH3:35])=[CH:30][N:29]=1.C([O-])([O-])=O.[K+].[K+]>CC#N>[CH2:34]([C:31]1[CH:30]=[N:29][C:28]([N:24]2[CH2:25][CH2:26][CH:21]([CH2:20][O:19][C:16]3[CH:15]=[CH:14][C:13]([C:10]4[CH:11]=[CH:12][C:7]([S:4]([CH3:3])(=[O:5])=[O:6])=[CH:8][CH:9]=4)=[CH:18][N:17]=3)[CH2:22][CH2:23]2)=[N:33][CH:32]=1)[CH3:35] |f:0.1.2,4.5.6|. Reported procedure: A mixture of 5-[4-(methylsulfonyl)phenyl]-2-[(4-piperidinylmethyl)oxy]pyridine dihydrochloride (Example 71, Step 1, 0.16 g, 0.38 mmol), 2-chloro-5-ethylpyrimidine (0.1 mL, 0.76 mmol) and K2CO3 (0.26 g, 1.91 mmol) in CH3CN (3 mL) was degassed, purged with N2 and heated at 80° C. overnight. After more CH3CN (2 mL) was added, the reaction mixture was heated at 80° C. for two days. The mixture was allowed to cool to ambient temperature, water was added and the mixture was extracted with EtOAc. The c... Reactants: CN(C)C=C1CN(CCC1=O)C(=O)OC(C)(C)C (Tert-butyl 3-((dimethylamino)methylene)-4-oxopiperidine-1-carboxylate), Cl.ClC1=C(C=CC=C1)NN (2-chlorophenyl hydrazine hydrochloride). The product is ClC1=C(C=CC=C1)N1N=CC=2CN(CCC21)C(=O)OC(C)(C)C (Tert-butyl 1-(2-chlorophenyl)-6,7-dihydro-1H-pyrazolo[4,3-c]pyridine-5(4H)-carboxylate), oil. Isolated yield 53.0%. Reaction SMILES: C[N:2]([CH:4]=[C:5]1[C:10](=O)[CH2:9][CH2:8][N:7]([C:12]([O:14][C:15]([CH3:18])([CH3:17])[CH3:16])=[O:13])[CH2:6]1)C.Cl.[Cl:20][C:21]1[CH:26]=[CH:25][CH:24]=[CH:23][C:22]=1[NH:27]N>>[Cl:20][C:21]1[CH:26]=[CH:25][CH:24]=[CH:23][C:22]=1[N:27]1[C:10]2[CH2:9][CH2:8][N:7]([C:12]([O:14][C:15]([CH3:18])([CH3:17])[CH3:16])=[O:13])[CH2:6][C:5]=2[CH:4]=[N:2]1 |f:1.2|. Procedure details: Tert-butyl 3-((dimethylamino)methylene)-4-oxopiperidine-1-carboxylate (Example 32, Step A, 2.0 g) was reacted with 2-chlorophenyl hydrazine hydrochloride as described for Example 32, Step B to yield the title compound a as a yellow oil (1.39 g, 53%). 1H NMR (400 MHz, CDCl3): δ 7.56-7.54 (m, 2H), 7.45-7.40 (m, 3H), 4.54 (s, 2H), 3.72 (br s, 2H), 2.58 (br s, 2H), 1.51 (s, 9H). The reactants are FC=1C=C(C(=O)NC2=CC=C(C3=CC=CC=C23)OC2=NC(=NC=C2)S(=O)(=O)C)C=C(C1)N1CCCCC1 (3-fluoro-N-[4-(2-methanesulfonyl-pyrimidin-4-yloxy)-naphthalen-1-yl]-5-piperidin-1-yl-benzamide), C1(CC1)N (cyclopropylamine). Yields the product C1(CC1)NC1=NC=CC(=N1)OC1=CC=C(C2=CC=CC=C12)NC(C1=CC(=CC(=C1)N1CCCCC1)F)=O (N-(4-{[2-(Cyclopropylamino)pyrimidin-4-yl]oxy}-1-naphthyl)-3-fluoro-5-piperidin-1-ylbenzamide). RXN SMILES: [F:1][C:2]1[CH:3]=[C:4]([CH:29]=[C:30]([N:32]2[CH2:37][CH2:36][CH2:35][CH2:34][CH2:33]2)[CH:31]=1)[C:5]([NH:7][C:8]1[C:17]2[C:12](=[CH:13][CH:14]=[CH:15][CH:16]=2)[C:11]([O:18][C:19]2[CH:24]=[CH:23][N:22]=[C:21](S(C)(=O)=O)[N:20]=2)=[CH:10][CH:9]=1)=[O:6].[CH:38]1([NH2:41])[CH2:40][CH2:39]1>>[CH:38]1([NH:41][C:21]2[N:20]=[C:19]([O:18][C:11]3[C:12]4[C:17](=[CH:16][CH:15]=[CH:14][CH:13]=4)[C:8]([NH:7][C:5](=[O:6])[C:4]4[CH:29]=[C:30]([N:32]5[CH2:37][CH2:36][CH2:35][CH2:34][CH2:33]5)[CH:31]=[C:2]([F:1])[CH:3]=4)=[CH:9][CH:10]=3)[CH:24]=[CH:23][N:22]=2)[CH2:40][CH2:39]1. Reported procedure: Compound is prepared from 3-fluoro-N-[4-(2-methanesulfonyl-pyrimidin-4-yloxy)-naphthalen-1-yl]-5-piperidin-1-yl-benzamide and cyclopropylamine according to conditions described in general procedure C. Mp: 157-158° C.; 1H NMR (400 MHz, DMSO-d6) δ 0.32-0.48 (m, 4 H), 1.58 (s, 6 H), 3.19-3.31 (m, 4 H), 6.34 (bs, 1 H), 6.96 (d, J=12.4, 1 H), 7.15 (d, J=8.7 Hz, 1 H), 7.34-7.42 (m, 3 H), 7.53-7.63 (m, 3 H), 7.81 (d, J=8.0 Hz, 1 H), 7.95 (d, J=8.0 Hz, 1 H), 8.21-8.23 (m, 1 H), 10.40 (s, 1 H). Starting materials: N(=O)C1=CC=CC=C1 (nitrosobenzene), C1=CC=CC=C1 (benzene), stannic chloride, [C]=O (carbon monoxide). Reagents/catalysts: [Pd] (palladium on carbon). Run at temperature 190 celsius. Product: C1(=CC=CC=C1)N=C=O (Phenyl isocyanate). Reaction SMILES: [N:1]([C:3]1C=CC=CC=1)=O.[C]=[O:10].[CH:11]1[CH:16]=[CH:15][CH:14]=[CH:13][CH:12]=1>[Pd]>[C:11]1([N:1]=[C:3]=[O:10])[CH:16]=[CH:15][CH:14]=[CH:13][CH:12]=1 |^3:8|. Procedure details: The procedure of Example 14 is repeated using 12.3 parts of nitrosobenzene, 80 parts of benzene, 10 parts of 5% palladium on carbon and 0.44 part of stannic chloride. After carbon monoxide is introduced to a pressure of 4,000 p.s.i., the pressure vessel is heated at 190°C. for 5 hours. Phenyl isocyanate is obtained. Reactants: FC1=CC=C(C=C1)NC(C=NO)=O (N-(4-Fluoro-phenyl)-2-hydroxyimino-acetamide), OS(=O)(=O)O (H2SO4). Reaction conditions: temperature 80 celsius. Yields the product FC=1C=C2C(C(NC2=CC1)=O)=O (5-Fluoro-1H-indole-2,3-dione). As a reaction SMILES: [F:1][C:2]1[CH:7]=[CH:6][C:5]([NH:8][C:9](=[O:13])[CH:10]=NO)=[CH:4][CH:3]=1.[OH:14]S(O)(=O)=O>>[F:1][C:2]1[CH:7]=[C:6]2[C:5](=[CH:4][CH:3]=1)[NH:8][C:9](=[O:13])[C:10]2=[O:14]. Procedure: To a hot solution of conc. H2SO4 (20 mL) at 60° C., (N-(4-Fluoro-phenyl)-2-hydroxyimino-acetamide (5 g, 27.0 mmol) was added portion wise. After completion of the addition, the temperature was increased to 80° C. and maintained for one hour. After completion of the reaction, the reaction mixture was poured on to crushed ice and the resulting precipitate was filtered, washed with water (2-3 times) and dried to obtain the title compound as brick red solid. Starting materials: C(=O)(OCC1=CC=CC=C1)N([C@@H](CCCCN)C(=O)O)C(=O)OCC1=CC=CC=C1 (N,N-Bis CBZ-Lysine), CC(N=C=NC(C)C)C (DIPC), CC[C@@]1(C2=C(COC1=O)C(=O)N3CC=4C=C5C=CC=CC5=NC4C3=C2)O (camptothecin). The reagents and catalysts are CN(C)C=1C=CN=CC1 (DMAP). The solvent is C(Cl)Cl (methylene chloride). Conditions: time 16 hour. Product: camptothecin-20-ester, N([C@@H](CCCCN)C(=O)O)C(=O)OCC1=CC=CC=C1 (CBZ-Lys). RXN SMILES: [C:1]([N:11](C(OCC1C=CC=CC=1)=O)[C@H:12]([C:18]([OH:20])=[O:19])[CH2:13][CH2:14][CH2:15][CH2:16][NH2:17])([O:3][CH2:4][C:5]1[CH:10]=[CH:9][CH:8]=[CH:7][CH:6]=1)=[O:2].CC(C)N=C=NC(C)C.CC[C@@]1(O)C(=O)OCC2C(N3C(=CC1=2)C1N=C2C(C=CC=C2)=CC=1C3)=O>C(Cl)Cl.CN(C1C=CN=CC=1)C>[NH:11]([C:1]([O:3][CH2:4][C:5]1[CH:6]=[CH:7][CH:8]=[CH:9][CH:10]=1)=[O:2])[C@H:12]([C:18]([OH:20])=[O:19])[CH2:13][CH2:14][CH2:15][CH2:16][NH2:17]. Procedure details: N,N-Bis CBZ-Lysine (311 mg, 0.75 mmol) was dissolved in 56 mL of anhydrous methylene chloride at room temperature. To this solution were added DIPC (0.12 mL, 0.75 mmol), DMAP (0.61 mg, 0.5 mmol) and camptothecin (0.087 g, 0.25 mmol) at 0° C. The reaction mixture was allowed to warm to room temperature and left for 16 h. The solution was washed with 0.1 N HCl, dried and evaporated under reduced pressure to yield a light yellow solid, which was recrystallized from methanol to give camptothecin-20-... The reactants are Fc1cc(F)cc(Br)c1, O=C([O-])[O-], C1COCCO1, [Cs+], [Cs+], COC(=O)c1cc(C2CCCN2)c2oc(N3CCOCC3)cc(=O)c2c1, [Pd]. Product: COC(=O)c1cc(C2CCCN2c2cc(F)cc(F)c2)c2oc(N3CCOCC3)cc(=O)c2c1. RXN SMILES: [Br:27][c:28]1[cH:29][c:30]([F:35])[cH:31][c:32]([F:34])[cH:33]1.[C:36](=[O:37])([O-:38])[O-:39].[CH2:42]1[O:43][CH2:44][CH2:45][O:46][CH2:47]1.[Cs+:40].[Cs+:41].[O:1]1[CH2:2][CH2:3][N:4]([c:7]2[o:8][c:9]3[c:10]([CH:22]4[NH:23][CH2:24][CH2:25][CH2:26]4)[cH:11][c:12]([C:18](=[O:19])[O:20][CH3:21])[cH:13][c:14]3[c:15](=[O:17])[cH:16]2)[CH2:5][CH2:6]1.[Pd:48]>>[O:1]1[CH2:2][CH2:3][N:4]([c:7]2[o:8][c:9]3[c:10]([CH:22]4[N:23]([c:28]5[cH:29][c:30]([F:35])[cH:31][c:32]([F:34])[cH:33]5)[CH2:24][CH2:25][CH2:26]4)[cH:11][c:12]([C:18](=[O:19])[O:20][CH3:21])[cH:13][c:14]3[c:15](=[O:17])[cH:16]2)[CH2:5][CH2:6]1.